Dataset: the Open Reaction Database (ORD), a public repository of structured organic reaction records. Task: describe an organic reaction: reactants, conditions, products, and yield Reactants: CC(=O)O[BH-](OC(C)=O)OC(C)=O, CC(=O)O, NC1CC1, ClCCl, Cl, COc1cc(NS(=O)(=O)N2CCC(=O)CC2)nc(SCc2cccc(F)c2F)n1, [Na+], [Na+], [OH-]. Yields the product COc1cc(NS(=O)(=O)N2CCC(NC3CC3)CC2)nc(SCc2cccc(F)c2F)n1. Reaction SMILES: [C:34]([O:35][BH-:36]([O:37][C:38](=[O:39])[CH3:40])[O:41][C:42](=[O:43])[CH3:44])(=[O:45])[CH3:46].[CH3:54][C:55](=[O:56])[OH:57].[CH:1]1([NH2:4])[CH2:2][CH2:3]1.[Cl:51][CH2:52][Cl:53].[ClH:50].[F:5][c:6]1[c:7]([CH2:8][S:9][c:10]2[n:11][c:12]([O:27][CH3:28])[cH:13][c:14]([NH:16][S:17](=[O:18])(=[O:19])[N:20]3[CH2:21][CH2:22][C:23](=[O:26])[CH2:24][CH2:25]3)[n:15]2)[cH:29][cH:30][cH:31][c:32]1[F:33].[Na+:47].[Na+:49].[OH-:48]>>[CH:1]1([NH:4][CH:23]2[CH2:22][CH2:21][N:20]([S:17]([NH:16][c:14]3[cH:13][c:12]([O:27][CH3:28])[n:11][c:10]([S:9][CH2:8][c:7]4[c:6]([F:5])[c:32]([F:33])[cH:31][cH:30][cH:29]4)[n:15]3)(=[O:18])=[O:19])[CH2:25][CH2:24]2)[CH2:2][CH2:3]1. Reactants: Fc1ccc(CCl)c(Cl)c1, CC1NC(=O)OC1c1cc(C(F)(F)F)cc(C(F)(F)F)c1, [H-], [Na+]. The product is CC1C(c2cc(C(F)(F)F)cc(C(F)(F)F)c2)OC(=O)N1Cc1ccc(F)cc1Cl. Reaction SMILES: [Cl:24][c:25]1[c:26]([CH2:27][Cl:28])[cH:29][cH:30][c:31]([F:33])[cH:32]1.[F:1][C:2]([c:3]1[cH:4][c:5]([CH:13]2[CH:14]([CH3:19])[NH:15][C:16](=[O:18])[O:17]2)[cH:6][c:7]([C:9]([F:10])([F:11])[F:12])[cH:8]1)([F:20])[F:21].[H-:23].[Na+:22]>>[F:1][C:2]([c:3]1[cH:4][c:5]([CH:13]2[CH:14]([CH3:19])[N:15]([CH2:27][c:26]3[c:25]([Cl:24])[cH:32][c:31]([F:33])[cH:30][cH:29]3)[C:16](=[O:18])[O:17]2)[cH:6][c:7]([C:9]([F:10])([F:11])[F:12])[cH:8]1)([F:20])[F:21]. Reactants: C(C)(=O)O[C@H]1[C@](S)(O[C@@H]([C@H]([C@@H]1OC(C)=O)OC(C)=O)COC(C)=O)C1=CC=CC=C1 (phenyl-1-thio-β-D-glucopyranoside tetraacetate), II (iodine), FF (fluorine), FF (fluorine), solution, [Na] (sodium). Run in C(C)#N (acetonitrile). Yields the product C(C)(=O)O.C(C)(=O)O.C(C)(=O)O.C(C)(=O)O.[C@@H]1([C@H](O)[C@@H](O)[C@H](O)[C@H](O1)CO)F (β-D-glucopyranosyl fluoride tetraacetate). Yield: 54.0%. As a reaction SMILES: [F:1]F.[C:3]([O:6][C@@H:7]1[C@@H:13]([O:14]C(=O)C)[C@H:12]([O:18]C(=O)C)[C@@H:11]([CH2:22][O:23]C(=O)C)[O:10][C@@:8]1(C1C=CC=CC=1)S)(=[O:5])[CH3:4].II.[Na]>C(#N)C>[C:3]([OH:6])(=[O:5])[CH3:4].[C:3]([OH:6])(=[O:5])[CH3:4].[C:3]([OH:6])(=[O:5])[CH3:4].[C:3]([OH:6])(=[O:5])[CH3:4].[C@@H:8]1([F:1])[O:10][C@H:11]([CH2:22][OH:23])[C@@H:12]([OH:18])[C@H:13]([OH:14])[C@H:7]1[OH:6] |f:5.6.7.8.9,^1:34|. Reported procedure: Elemental fluorine gas (3.4 mmol diluted to a 10% solution in nitrogen) was bubbled slowly through a mixture of phenyl-1-thio-β-D-glucopyranoside tetraacetate (0.75 g, 1.7 mmol) and iodine (0.86 g, 3.4 mmol) in dry acetonitrile (15 ml). After the addition of fluorine was complete the solution was poured into 10% sodium metabsulfite and extracted with dichloromethane. The organic layer was washed sequentially with 10% sodium bicarbonate and water, dried (MgSO4) and evaporated to a thick yellow sy... The reactants are COC(CN(C(=O)OC(C)(C)C)C1=CC=C(C=C1)O)=O (N-Boc p-hydroxy phenyl glycine methyl ester), CC(=O)C (acetone), C(C1=CC=CC=C1)Br (benzyl bromide), C([O-])([O-])=O.[K+].[K+] (potassium carbonate). Run in C(C)(=O)OCC (ethyl acetate). Yields the product COC(CN(C(=O)OC(C)(C)C)C1=CC=C(C=C1)OCC1=CC=CC=C1)=O (N-Boc p-benzyloxy phenyl glycine methyl ester). Isolated yield 65.3%. RXN SMILES: [CH3:1][O:2][C:3](=[O:20])[CH2:4][N:5]([C:13]1[CH:18]=[CH:17][C:16]([OH:19])=[CH:15][CH:14]=1)[C:6]([O:8][C:9]([CH3:12])([CH3:11])[CH3:10])=[O:7].[CH2:21](Br)[C:22]1[CH:27]=[CH:26][CH:25]=[CH:24][CH:23]=1.C(=O)([O-])[O-].[K+].[K+].CC(C)=O>C(OCC)(=O)C>[CH3:1][O:2][C:3](=[O:20])[CH2:4][N:5]([C:13]1[CH:18]=[CH:17][C:16]([O:19][CH2:21][C:22]2[CH:27]=[CH:26][CH:25]=[CH:24][CH:23]=2)=[CH:15][CH:14]=1)[C:6]([O:8][C:9]([CH3:12])([CH3:10])[CH3:11])=[O:7] |f:2.3.4|. Reported procedure: The N-Boc p-hydroxy phenyl glycine methyl ester from step (300a) (123.0 g, 440 mmol) was combined with benzyl bromide (90.3 g, 528 mmol), potassium carbonate (182 g, 1.3 mol) and acetone (800 mL) under a nitrogen atmosphere. The reaction was heated to reflux for 5 h, allowed to cool to rt, diluted with ethyl acetate (800 mL) filtered to remove the solids and concentrated in vacuo to give a semisolid residue. The product was crystallized from ethyl ether to give the N-Boc p-benzyloxy phenyl glyci...